The task is: describe an organic reaction: reactants, conditions, products, and yield. This data is from the Open Reaction Database (ORD), a public repository of structured organic reaction records. Solvent: N1=CC=CC=C1 (pyridine), ClCCl (dichloromethane). Product: CC1=C(C=CC=C1)NC(C1=C(C=CC=C1)SSC1=C(C(=O)NC2=C(C=CC=C2)C)C=CC=C1)=O (2,2'-Dithiobis[N-(2-methylphenyl)benzamide]). Yield: 3.9%. Reported procedure: This compound was prepared according to the general method of Example 77 using 2,2'-dithiobisbenzoyl chloride (2.00 g, 5.83 mmol) in 50 mL of dichloromethane and o-toluidine (1.25 g, 11.7 mmol) in 10 mL of pyridine. The crude product was triturated with a hot mixture of ethyl acetate and ethanol and recrystallized from acetonitrile-DMF to yield 0.11 g of the title compound, mp 224-225° C. (dec.). Reaction SMILES: [C:1](Cl)(=[O:19])[C:2]1[CH:7]=[CH:6][CH:5]=[CH:4][C:3]=1[S:8][S:9][C:10]1[CH:18]=[CH:17][CH:16]=[CH:15][C:11]=1[C:12](Cl)=[O:13].[NH2:21][C:22]1[C:23]([CH3:28])=[CH:24][CH:25]=[CH:26][CH:27]=1>ClCCl.N1C=CC=CC=1>[CH3:28][C:23]1[CH:24]=[CH:25][CH:26]=[CH:27][C:22]=1[NH:21][C:1](=[O:19])[C:2]1[CH:7]=[CH:6][CH:5]=[CH:4][C:3]=1[S:8][S:9][C:10]1[CH:18]=[CH:17][CH:16]=[CH:15][C:11]=1[C:12]([NH:21][C:22]1[CH:27]=[CH:26][CH:25]=[CH:24][C:23]=1[CH3:28])=[O:13]. The reactants are C(C1=C(C=CC=C1)SSC1=C(C(=O)Cl)C=CC=C1)(=O)Cl (2,2'-dithiobisbenzoyl chloride), NC=1C(=CC=CC1)C (o-toluidine). Reactants: Cl.Cl.C1(=CC=CC=C1)C1=NC(=NO1)N1CCNCC1 (1-(5-phenyl-[1,2,4]oxadiazol-3-yl)piperazine dihydrochloride), C(C1=CC=NC=C1)(=O)O (isonicotinic acid). Yields the product Cl.Cl.N1=CC=C(C=C1)C1=NC(=NO1)N1CCNCC1 (1-(pyridin-4-yl-[1,2,4]oxadiazol-3-yl)-piperazine dihydrochloride). RXN SMILES: [ClH:1].Cl.[C:3]1([C:9]2[O:13][N:12]=[C:11]([N:14]3[CH2:19][CH2:18][NH:17][CH2:16][CH2:15]3)[N:10]=2)[CH:8]=[CH:7]C=[CH:5][CH:4]=1.C(O)(=O)C1C=C[N:24]=CC=1>>[ClH:1].[ClH:1].[N:24]1[CH:7]=[CH:8][C:3]([C:9]2[O:13][N:12]=[C:11]([N:14]3[CH2:19][CH2:18][NH:17][CH2:16][CH2:15]3)[N:10]=2)=[CH:4][CH:5]=1 |f:0.1.2,4.5.6|. Procedure details: The title product was prepared following the procedure of Intermediate 11 (step a to d) but using isonicotinic acid in step c). The title compound was obtained as a solid. TLC-Chloroform/methanol (8/2): Rf=0.2. HPLC purity: 97%. The reactants are FC1=CC=C(CBr)C=C1 (4-fluorobenzyl bromide), N1C=C(C2=CC=CC=C12)C=O (indole-3-carbaldehyde). Yields the product FC1=CC=C(CC=2NC3=CC=CC=C3C2C=O)C=C1 ((4-fluorobenzyl) indole-3-carbaldehyde). The yield is 91.1%. Reaction SMILES: [F:1][C:2]1[CH:9]=[CH:8][C:5]([CH2:6]Br)=[CH:4][CH:3]=1.[NH:10]1[C:18]2[C:13](=[CH:14][CH:15]=[CH:16][CH:17]=2)[C:12]([CH:19]=[O:20])=[CH:11]1>>[F:1][C:2]1[CH:9]=[CH:8][C:5]([CH2:6][C:11]2[NH:10][C:18]3[C:13]([C:12]=2[CH:19]=[O:20])=[CH:14][CH:15]=[CH:16][CH:17]=3)=[CH:4][CH:3]=1. Reported procedure: The same procedures used in Example 1 were repeated except for using 2.74 g of 4-fluorobenzyl bromide and 2.00 g of indole-3-carbaldehyde as a starting material to give 3.18 g of (4-fluorobenzyl) indole-3-carbaldehyde as colorless crystals. The yield thereof was found to be 91%. The reactants are NC1=NC=CN=C1 (aminopyrazine), CC(CC(C)(C)C)(C)[N+]#[C-] (1,1,3,3-tetramethylbutyl isocyanide), N1=CC=C(C=C1)C=O (pyridine-4-carbaldehyde). Run in Cl(=O)(=O)(=O)O (perchloric acid). Yields the product N1=CC=C(C=C1)C=1N=C2N(C=CN=C2)C1NC(CC(C)(C)C)(C)C ((2-Pyridin-4-yl-imidazo[1,2-a]pyrazin-3-yl)-(1,1,3,3-tetramethyl-butyl)-amine). RXN SMILES: [NH2:1][C:2]1[CH:7]=[N:6][CH:5]=[CH:4][N:3]=1.[CH3:8][C:9]([N+:16]#[C-:17])([CH3:15])[CH2:10][C:11]([CH3:14])([CH3:13])[CH3:12].[N:18]1[CH:23]=[CH:22][C:21]([CH:24]=O)=[CH:20][CH:19]=1>Cl(O)(=O)(=O)=O>[N:18]1[CH:23]=[CH:22][C:21]([C:24]2[N:1]=[C:2]3[CH:7]=[N:6][CH:5]=[CH:4][N:3]3[C:17]=2[NH:16][C:9]([CH3:15])([CH3:8])[CH2:10][C:11]([CH3:14])([CH3:13])[CH3:12])=[CH:20][CH:19]=1. Reported procedure: Compound (8) was prepared in accordance with general instructions 1 from 1.0 ml aminopyrazine solution (0.1 M, MC), 0.575 ml 1,1,3,3-tetramethylbutyl isocyanide (0.2 M, MC), 0.500 ml pyridine-4-carbaldehyde solution (0.3 M, MC), and 10 μl perchloric acid (w=20%). Starting materials: CCC1CCC(NC(=O)C2CC2C(=O)O)CC1, CC1CCC(NC(=O)C2CC2C(=O)O)CC1. The product is CCC1CCC(NC(=O)C2CC2CO)CC1. Reaction SMILES: [CH2:1]([CH3:2])[CH:3]1[CH2:4][CH2:5][CH:6]([NH:9][C:10](=[O:11])[CH:12]2[CH:13]([C:15](=[O:16])[OH:17])[CH2:14]2)[CH2:7][CH2:8]1.[CH3:18][CH:19]1[CH2:20][CH2:21][CH:22]([NH:23][C:24]([CH:25]2[CH2:26][CH:27]2[C:28]([OH:29])=[O:30])=[O:31])[CH2:32][CH2:33]1>>[CH2:1]([CH3:2])[CH:3]1[CH2:4][CH2:5][CH:6]([NH:9][C:10](=[O:11])[CH:12]2[CH:13]([CH2:15][OH:16])[CH2:14]2)[CH2:7][CH2:8]1. Reactants: FC=1C=C(C=C(C1O)[N+](=O)[O-])C(F)(F)F (3-fluoro-4-hydroxy-5-nitro-benzotrifluoride), O.S(=O)([O-])S(=O)[O-].[Na+].[Na+] (sodium dithionite hydrate), Cl (HCl), S(=O)([O-])S(=O)[O-].[Na+].[Na+] (sodium dithionite). Run in O (water), C(C)O (ethanol). Reaction conditions: time 30 minute. Product: NC=1C=C(C=C(C1O)F)C(F)(F)F (3-amino-5-fluoro-4-hydroxy-benzotrifluoride). RXN SMILES: [F:1][C:2]1[CH:3]=[C:4]([C:12]([F:15])([F:14])[F:13])[CH:5]=[C:6]([N+:9]([O-])=O)[C:7]=1[OH:8].O.S(S([O-])=O)([O-])=O.[Na+].[Na+].S(S([O-])=O)([O-])=O.[Na+].[Na+].Cl>O.C(O)C>[NH2:9][C:6]1[CH:5]=[C:4]([C:12]([F:15])([F:13])[F:14])[CH:3]=[C:2]([F:1])[C:7]=1[OH:8] |f:1.2.3.4,5.6.7|. Procedure details: The product from (e) (4.1 g) in water (50 ml) was stirred vigorously while sodium dithionite hydrate (10 g) was added in portions. The mixture was stirred for 30 minutes and then ethanol (25 ml) and further sodium dithionite (5 g) were added. The mixture was stirred for another 15 minutes and then diluted to 400 ml, acidified (HCl) and extracted with dichloromethane (4×200 ml). The dichloromethane extract was dried (MgSO4) and evaporated to give a yellow oil which crystallised on cooling. This w... The reactants are ClCCl, Clc1noc2ccccc12, NCCCCO. The product is OCCCCNc1noc2ccccc12. RXN SMILES: [Cl:17][CH2:18][Cl:19].[Cl:1][c:2]1[n:3][o:4][c:5]2[c:6]1[cH:7][cH:8][cH:9][cH:10]2.[NH2:11][CH2:12][CH2:13][CH2:14][CH2:15][OH:16]>>[c:2]1([NH:11][CH2:12][CH2:13][CH2:14][CH2:15][OH:16])[n:3][o:4][c:5]2[c:6]1[cH:7][cH:8][cH:9][cH:10]2.